From a dataset of the Open Reaction Database (ORD), a public repository of structured organic reaction records. describe an organic reaction: reactants, conditions, products, and yield The reactants are C1CSCCN1, CS(C)=O, O=C(NCc1cn(-c2ccc(-n3ccccc3=O)cc2F)cn1)c1ccc(Cl)s1. The product is O=C(NCc1cn(-c2ccc(-n3ccccc3=O)cc2N2CCSCC2)cn1)c1ccc(Cl)s1. Reaction SMILES: [CH2:30]1[CH2:31][S:32][CH2:33][CH2:34][NH:35]1.[CH3:36][S:37]([CH3:38])=[O:39].[Cl:1][c:2]1[cH:3][cH:4][c:5]([C:7](=[O:8])[NH:9][CH2:10][c:11]2[n:12][cH:13][n:14](-[c:16]3[c:17]([F:29])[cH:18][c:19](-[n:22]4[c:23](=[O:28])[cH:24][cH:25][cH:26][cH:27]4)[cH:20][cH:21]3)[cH:15]2)[s:6]1>>[Cl:1][c:2]1[cH:3][cH:4][c:5]([C:7](=[O:8])[NH:9][CH2:10][c:11]2[n:12][cH:13][n:14](-[c:16]3[c:17]([N:35]4[CH2:30][CH2:31][S:32][CH2:33][CH2:34]4)[cH:18][c:19](-[n:22]4[c:23](=[O:28])[cH:24][cH:25][cH:26][cH:27]4)[cH:20][cH:21]3)[cH:15]2)[s:6]1. Reactants: CCOC(=O)c1c(N)c2cccnc2n(CC)c1=O, CCO, NN. Yields the product CCn1c(=O)c(C(=O)NN)c(N)c2cccnc21. RXN SMILES: [CH2:1]([O:3][C:4](=[O:2])[c:6]1[c:7](=[O:19])[n:8]([CH2:17][CH3:18])[c:9]2[n:10][cH:11][cH:12][cH:13][c:14]2[c:15]1[NH2:16])[CH3:5].[CH3:22][CH2:23][OH:24].[NH2:20][NH2:21]>>[O:3]=[C:4]([c:6]1[c:7](=[O:19])[n:8]([CH2:17][CH3:18])[c:9]2[n:10][cH:11][cH:12][cH:13][c:14]2[c:15]1[NH2:16])[NH:20][NH2:21].